This data is from the Open Reaction Database (ORD), a public repository of structured organic reaction records. The task is: describe an organic reaction: reactants, conditions, products, and yield Reactants: Cl.C(C1=CC=CC=C1)OC=1C=C(CN2C=NC(=C3N=C(N=C23)C(C)(C)OCC2=CC=CC=C2)NCC)C=CC1OC (3-(3-benzyloxy-4-methoxy-benzyl)-8-(1-benzyloxy-1-methyl-ethyl)-6-ethylamino-3H-purine hydrochloride). Reagents/catalysts: [Pd] (Pd-C). Run in C1CCOC1.CO (THF methanol). The product is Cl.C(C)NC1=C2N=C(N=C2N(C=N1)CC1=CC(=C(C=C1)OC)O)C(C)(C)O (6-ethylamino-3-(3-hydroxy-4-methoxy-benzyl)-8-(1-hydroxy-1-methyl-ethyl)-3H-purine hydrochloride). Yield: 80.2%. Reaction SMILES: [ClH:1].C([O:9][C:10]1[CH:11]=[C:12]([CH:37]=[CH:38][C:39]=1[O:40][CH3:41])[CH2:13][N:14]1[C:22]2[C:18]([N:19]=[C:20]([C:23]([O:26]CC3C=CC=CC=3)([CH3:25])[CH3:24])[N:21]=2)=[C:17]([NH:34][CH2:35][CH3:36])[N:16]=[CH:15]1)C1C=CC=CC=1>C1COCC1.CO.[Pd]>[ClH:1].[CH2:35]([NH:34][C:17]1[N:16]=[CH:15][N:14]([CH2:13][C:12]2[CH:37]=[CH:38][C:39]([O:40][CH3:41])=[C:10]([OH:9])[CH:11]=2)[C:22]2[C:18]=1[N:19]=[C:20]([C:23]([OH:26])([CH3:25])[CH3:24])[N:21]=2)[CH3:36] |f:0.1,2.3,5.6|. Reported procedure: The above crude 3-(3-benzyloxy-4-methoxy-benzyl)-8-(1-benzyloxy-1-methyl-ethyl)-6-ethylamino-3H-purine hydrochloride (3.28 g, 5.7 mmole) was hydrogenated at room temperature and pressure in a mixture of THF:methanol 1:1 (60 ml) with 10% Pd-C (0.66 g). The catalyst was filtered off, the solvents evaporated in vacuo and the residue crystallized from acetone to give 6-ethylamino-3-(3-hydroxy-4-methoxy-benzyl)-8-(1-hydroxy-1-methyl-ethyl)-3H-purine hydrochloride (1.80 g, 80.0%), mp 184-185° C.